This data is from the Open Reaction Database (ORD), a public repository of structured organic reaction records. The task is: describe an organic reaction: reactants, conditions, products, and yield Reactants: SC=1OC2=C(N1)C=CC=C2C (2-mercapto-7-methylbenzoxazole), P(Cl)(Cl)(Cl)(Cl)Cl (Phosphorus pentachloride), CN1CCNCC1 (N-methylpiperazine). Run in C1(=CC=CC=C1)C (toluene). Run at temperature 100 celsius. Yields the product CN1CCN(CC1)C=1OC2=C(N1)C=CC=C2C (2-(4-methyl-1-piperazinyl)-7-methylbenzoxazole). RXN SMILES: P(Cl)(Cl)(Cl)(Cl)Cl.S[C:8]1[O:9][C:10]2[C:16]([CH3:17])=[CH:15][CH:14]=[CH:13][C:11]=2[N:12]=1.[CH3:18][N:19]1[CH2:24][CH2:23][NH:22][CH2:21][CH2:20]1>C1(C)C=CC=CC=1>[CH3:18][N:19]1[CH2:24][CH2:23][N:22]([C:8]2[O:9][C:10]3[C:16]([CH3:17])=[CH:15][CH:14]=[CH:13][C:11]=3[N:12]=2)[CH2:21][CH2:20]1. Procedure: Phosphorus pentachloride (454 mg) was dissolved in anhydrous toluene (6 ml), the resulting solution was mixed with 2-mercapto-7-methylbenzoxazole (300 mg) which has been obtained in the same manner as described in Reference Example 1, and the mixture was then stirred with heating at 100° C. for 2 hours. With cooling in an ice bath, to this was added dropwise N-methylpiperazine (2.0 ml). After 20 minutes of stirring, the thus obtained mixture was extracted with ethyl acetate, and the organic laye...